The task is: describe an organic reaction: reactants, conditions, products, and yield. This data is from the Open Reaction Database (ORD), a public repository of structured organic reaction records. Reactants: C(C(=O)OCC)(=O)OCC (diethyl oxalate), Cl (Hydrochloric acid), ClC=1C=C(C=CC1Cl)CCBr (2-(3,4-Dichlorophenyl)ethyl bromide), [Mg] (magnesium). Run in C1CCOC1 (THF), CCOCC (ether). Yields the product ClC=1C=C(C=CC1Cl)CCC(C(=O)OCC)=O (Ethyl 4-(3,4-Dichlorophenyl)-2-oxobutanoate). Isolated yield 12.9%. RXN SMILES: [Cl:1][C:2]1[CH:3]=[C:4]([CH2:9][CH2:10]Br)[CH:5]=[CH:6][C:7]=1[Cl:8].[Mg].[C:13](OCC)(=[O:19])[C:14]([O:16][CH2:17][CH3:18])=[O:15].Cl>CCOCC.C1COCC1>[Cl:1][C:2]1[CH:3]=[C:4]([CH2:9][CH2:10][C:13](=[O:19])[C:14]([O:16][CH2:17][CH3:18])=[O:15])[CH:5]=[CH:6][C:7]=1[Cl:8]. Procedure details: 2-(3,4-Dichlorophenyl)ethyl bromide (5 g, 19.7 mmol) was added slowly to a suspension of magnesium turnings (0.48 g, 19.7 mmol) in ether (30 ml). After spontaneous reflux had finished the mixture was stirred under reflux for 15 minutes and allowed to cool to room temperature. The mixture was added dropwise via cannula to a stirred, cooled (-25° C.) solution of diethyl oxalate (3 g, 20.7 mmol) in THF (15 ml). The mixture was stirred at -10° C. for 30 minutes and allowed to warm to room temperatur... The reactants are COC(=O)COc1ccc(OCc2cc(-c3ccc(C(F)(F)F)cc3)cc(-c3ccc(C(F)(F)F)cc3)c2)cc1C, [Li+], C1COCCO1, [OH-], O, O. The product is Cc1cc(OCc2cc(-c3ccc(C(F)(F)F)cc3)cc(-c3ccc(C(F)(F)F)cc3)c2)ccc1OCC(=O)O. As a reaction SMILES: [CH3:1][O:2][C:3]([CH2:4][O:5][c:6]1[c:7]([CH3:40])[cH:8][c:9]([O:12][CH2:13][c:14]2[cH:15][c:16](-[c:30]3[cH:31][cH:32][c:33]([C:36]([F:37])([F:38])[F:39])[cH:34][cH:35]3)[cH:17][c:18](-[c:20]3[cH:21][cH:22][c:23]([C:26]([F:27])([F:28])[F:29])[cH:24][cH:25]3)[cH:19]2)[cH:10][cH:11]1)=[O:41].[Li+:44].[O:46]1[CH2:47][CH2:48][O:49][CH2:50][CH2:51]1.[OH-:43].[OH2:42].[OH2:45]>>[O:2]=[C:3]([CH2:4][O:5][c:6]1[c:7]([CH3:40])[cH:8][c:9]([O:12][CH2:13][c:14]2[cH:15][c:16](-[c:30]3[cH:31][cH:32][c:33]([C:36]([F:37])([F:38])[F:39])[cH:34][cH:35]3)[cH:17][c:18](-[c:20]3[cH:21][cH:22][c:23]([C:26]([F:27])([F:28])[F:29])[cH:24][cH:25]3)[cH:19]2)[cH:10][cH:11]1)[OH:41].